From a dataset of the Open Reaction Database (ORD), a public repository of structured organic reaction records. describe an organic reaction: reactants, conditions, products, and yield Reaction SMILES: [CH2:8]([Li:9])[CH2:10][CH2:11][CH3:12].[CH3:1][n:2]1[n:3][n:4][n:5][c:6]1[CH3:7].[F:13][c:14]1[c:15]([C:16](=[O:17])[c:18]2[c:19]([F:25])[cH:20][c:21]([CH3:24])[cH:22][cH:23]2)[cH:26][cH:27][c:28]([CH3:30])[cH:29]1.[O:31]1[CH2:32][CH2:33][CH2:34][CH2:35]1>>[CH3:1][n:2]1[n:3][n:4][n:5][c:6]1[CH2:7][C:16]([c:15]1[c:14]([F:13])[cH:29][c:28]([CH3:30])[cH:27][cH:26]1)([OH:17])[c:18]1[c:19]([F:25])[cH:20][c:21]([CH3:24])[cH:22][cH:23]1. The reactants are [Li]CCCC, Cc1nnnn1C, Cc1ccc(C(=O)c2ccc(C)cc2F)c(F)c1, C1CCOC1. Yields the product Cc1ccc(C(O)(Cc2nnnn2C)c2ccc(C)cc2F)c(F)c1. Reactants: S(=O)(=O)(OC)OC (dimethyl sulphate), O.[N+](=O)([O-])C1=C(C=C(C(=C1)N)SCCN(C)C)N (2-nitro-5-(dimethylaminoethylthio)paraphenylenediamine monohydrate). Run in C(C)(=O)OCC (ethyl acetate). Yields the product COS(=O)(=O)[O-].[N+](=O)([O-])C1=C(C=C(C(=C1)N)SCC[N+](C)(C)C)N (2-nitro-5-trimethylammonioethylthioparaphenylenediamine methylsulphate). As a reaction SMILES: [S:1]([O:6]C)([O:4][CH3:5])(=[O:3])=[O:2].O.[N+:9]([C:12]1[CH:17]=[C:16]([NH2:18])[C:15]([S:19][CH2:20][CH2:21][N:22]([CH3:24])[CH3:23])=[CH:14][C:13]=1[NH2:25])([O-:11])=[O:10]>C(OCC)(=O)C>[CH3:5][O:4][S:1]([O-:6])(=[O:3])=[O:2].[N+:9]([C:12]1[CH:17]=[C:16]([NH2:18])[C:15]([S:19][CH2:20][CH2:21][N+:22]([CH3:5])([CH3:23])[CH3:24])=[CH:14][C:13]=1[NH2:25])([O-:11])=[O:10] |f:1.2,4.5|. Procedure details: 4.8 ml (0.05 mol) of dimethyl sulphate were added to a suspension, at room temperature, of 13.7 g (0.05 mol) of 2-nitro-5-(dimethylaminoethylthio)paraphenylenediamine monohydrate, prepared in Example 16, in 250 ml of ethyl acetate. Reactants: ClC(CSCCNC(=NC)NC#N)C(C)=O (N-[2-(2-chloro-3-oxobutylthio)ethyl]-N'-cyano-N"-methylguanidine), C(=O)[O-].[NH4+] (ammonium formate), C(OC)([O-])[O-] (methyl orthoformate), O.O.O.O.P(=O)(O)([O-])[O-].[NH4+].[Na+] (sodium ammonium hydrogenphosphate tetrahydrate), C(=O)N (formamide), C(O)([O-])=O.[Na+] (sodium hydrogencarbonate). Run in C(Cl)(Cl)Cl (chloroform). Yields the product C(#N)NC(=NC)NCCSCC(C(C)NC=O)=O (N-cyano-N'-[2-(3-formylamino-2-oxobutylthio)ethyl]-N"-methylguanidine). The yield is 21.0%. As a reaction SMILES: Cl[CH:2]([C:14](=O)[CH3:15])[CH2:3][S:4][CH2:5][CH2:6][NH:7][C:8]([NH:11][C:12]#[N:13])=[N:9][CH3:10].C([O-])=[O:18].[NH4+].C([O-])([O-])OC.O.O.O.O.P([O-])([O-])(O)=O.[NH4+].[Na+].[CH:37]([NH2:39])=[O:38].C(=O)([O-])O.[Na+]>C(Cl)(Cl)Cl>[C:12]([NH:11][C:8]([NH:7][CH2:6][CH2:5][S:4][CH2:3][C:2](=[O:18])[CH:14]([NH:39][CH:37]=[O:38])[CH3:15])=[N:9][CH3:10])#[N:13] |f:1.2,4.5.6.7.8.9.10,12.13|. Reported procedure: To 131 mg of N-[2-(2-chloro-3-oxobutylthio)ethyl]-N'-cyano-N"-methylguanidine, 320 mg of ammonium formate, 0.6 ml of methyl orthoformate and 209 mg of sodium ammonium hydrogenphosphate tetrahydrate were added 2.5 ml of formamide and 2.5 ml of chloroform, and the mixture was refluxed for 2 hours. Then, 420 mg of sodium hydrogencarbonate was added to the mixture and the solvent was removed under reduced pressure, and the obtained residue was refined by silica gel column chromatography (developing ... Reactants: BrC1=CC(=C(C(=C1)F)C(=O)N1CCN(CC1)C1=NC=C(C=C1C)C)F ((4-bromo-2,6-difluorophenyl)[4-(3,5-dimethylpyridin-2-yl)piperazin-1-yl]methanone), N1C(CCCCC1)=O (azepan-2-one). Product: CC=1C(=NC=C(C1)C)N1CCN(CC1)C(=O)C1=C(C=C(C=C1F)N1C(CCCCC1)=O)F (1-{4-[4-(3,5-dimethylpyridin-2-yl)piperazine-1-carbonyl]-3,5-difluorophenyl}azepan-2-one). Yield: 19.0%. RXN SMILES: Br[C:2]1[CH:7]=[C:6]([F:8])[C:5]([C:9]([N:11]2[CH2:16][CH2:15][N:14]([C:17]3[C:22]([CH3:23])=[CH:21][C:20]([CH3:24])=[CH:19][N:18]=3)[CH2:13][CH2:12]2)=[O:10])=[C:4]([F:25])[CH:3]=1.[NH:26]1[CH2:32][CH2:31][CH2:30][CH2:29][CH2:28][C:27]1=[O:33]>>[CH3:23][C:22]1[C:17]([N:14]2[CH2:15][CH2:16][N:11]([C:9]([C:5]3[C:6]([F:8])=[CH:7][C:2]([N:26]4[CH2:32][CH2:31][CH2:30][CH2:29][CH2:28][C:27]4=[O:33])=[CH:3][C:4]=3[F:25])=[O:10])[CH2:12][CH2:13]2)=[N:18][CH:19]=[C:20]([CH3:24])[CH:21]=1. Reported procedure: Using (4-bromo-2,6-difluorophenyl)[4-(3,5-dimethylpyridin-2-yl)piperazin-1-yl]methanone (200 mg) described in Preparation Example 111 and azepan-2-one (58 mg) and by the reaction and treatment in the same manner as in Example 1, the title compound (41 mg) was obtained. The reactants are ice water, [H-].[H-].[H-].[H-].[Li+].[Al+3] (LiAlH4), C1CCOC1 (THF), C1CCOC1 (THF), C(N)(=O)[C@@H]1N(CCC1)C1=NC(=C2N=CN(C2=N1)CC)NC1=CC(=CC=C1)Cl (2-[(R)-(−)-2-carbamoyl-pyrrolidin-1-yl]-6-(3-chloro-phenyl-amino)-9-ethyl-9H-purine), [H-].[H-].[H-].[H-].[Li+].[Al+3] (LiAlH4), ice water. Solvent: O (WATER). Yields the product NC[C@@H]1N(CCC1)C1=NC(=C2N=CN(C2=N1)CC)NC1=CC(=CC=C1)Cl (2-[(R)-2-Aminomethyl-pyrrolidin-1-yl]-6-(3-chloro-phenyl-amino)-9-ethyl-9H-purine). Reaction SMILES: [H-].[H-].[H-].[H-].[Li+].[Al+3].C1COCC1.[C:12]([C@H:15]1[CH2:19][CH2:18][CH2:17][N:16]1[C:20]1[N:28]=[C:27]2[C:23]([N:24]=[CH:25][N:26]2[CH2:29][CH3:30])=[C:22]([NH:31][C:32]2[CH:37]=[CH:36][CH:35]=[C:34]([Cl:38])[CH:33]=2)[N:21]=1)(=O)[NH2:13]>O>[NH2:13][CH2:12][C@H:15]1[CH2:19][CH2:18][CH2:17][N:16]1[C:20]1[N:28]=[C:27]2[C:23]([N:24]=[CH:25][N:26]2[CH2:29][CH3:30])=[C:22]([NH:31][C:32]2[CH:37]=[CH:36][CH:35]=[C:34]([Cl:38])[CH:33]=2)[N:21]=1 |f:0.1.2.3.4.5|. Procedure: A suspension of 56 mg (1.47 mmol) of LiAlH4 in 2 ml of abs. THF is added to a suspension of 150 mg of 2-[(R)-(−)-2-carbamoyl-pyrrolidin-1-yl]-6-(3-chloro-phenyl-amino)-9-ethyl-9H-purine (cf. Example 45) in 10 ml of abs. THF and the mixture is stirred at 80° C. for 22 h. After further addition of 56 mg of LiAlH4, the mixture is allowed to react further for 18 h. 5 ml of WATER are then added dropwise, with ice/water cooling, and the reaction mixture is then poured onto 50 ml of ice/water. The mixt... Starting materials: CCCCCCCCON1C(C)(C)CC(OCC2CO2)CC1(C)C, [O-][Cl+3]([O-])([O-])O, CCCCCCCCON1C(C)(C)CC(O)CC1(C)C. Product: CCCCCCCCON1C(C)(C)CC(OCC(CO)OC2CC(C)(C)N(OCCCCCCCC)C(C)(C)C2)CC1(C)C. RXN SMILES: [CH2:1]([CH2:2][CH2:3][CH2:4][CH2:5][CH2:6][CH2:7][CH3:8])[O:9][N:10]1[C:11]([CH3:23])([CH3:24])[CH2:12][CH:13]([O:18][CH2:19][CH:20]2[CH2:21][O:22]2)[CH2:14][C:15]1([CH3:16])[CH3:17].[Cl+3:45]([OH:46])([O-:47])([O-:48])[O-:49].[OH:25][CH:26]1[CH2:27][C:28]([CH3:43])([CH3:44])[N:29]([O:34][CH2:35][CH2:36][CH2:37][CH2:38][CH2:39][CH2:40][CH2:41][CH3:42])[C:30]([CH3:32])([CH3:33])[CH2:31]1>>[CH2:1]([CH2:2][CH2:3][CH2:4][CH2:5][CH2:6][CH2:7][CH3:8])[O:9][N:10]1[C:11]([CH3:23])([CH3:24])[CH2:12][CH:13]([O:18][CH2:19][CH:20]([CH2:21][OH:22])[O:25][CH:26]2[CH2:27][C:28]([CH3:43])([CH3:44])[N:29]([O:34][CH2:35][CH2:36][CH2:37][CH2:38][CH2:39][CH2:40][CH2:41][CH3:42])[C:30]([CH3:32])([CH3:33])[CH2:31]2)[CH2:14][C:15]1([CH3:16])[CH3:17].